From a dataset of the Open Reaction Database (ORD), a public repository of structured organic reaction records. describe an organic reaction: reactants, conditions, products, and yield Reactants: OC1=CC=C(C=C1)C1C(CN(CC1)C(=O)OCC1=CC=CC=C1)OCC=1C=CC2=C(N(CCO2)CCCOC)C1 (benzyl 4-(4-hydroxyphenyl)-3-[4-(3-methoxypropyl)-3,4-dihydro-2H-benzo[1,4]oxazin-6-ylmethoxy]piperidine-1-carboxylate), ICCC (1-iodopropane). Product: COCCCN1CCOC2=C1C=C(C=C2)COC2CN(CCC2C2=CC=C(C=C2)OCCC)C(=O)OCC2=CC=CC=C2 (Benzyl 3-[4-(3-methoxypropyl)-3,4-dihydro-2H-benzo[1,4]oxazin-6-ylmethoxy]-4-(4-propoxyphenyl)piperidine-1-carboxylate). Reaction SMILES: [OH:1][C:2]1[CH:7]=[CH:6][C:5]([CH:8]2[CH2:13][CH2:12][N:11]([C:14]([O:16][CH2:17][C:18]3[CH:23]=[CH:22][CH:21]=[CH:20][CH:19]=3)=[O:15])[CH2:10][CH:9]2[O:24][CH2:25][C:26]2[CH:27]=[CH:28][C:29]3[O:34][CH2:33][CH2:32][N:31]([CH2:35][CH2:36][CH2:37][O:38][CH3:39])[C:30]=3[CH:40]=2)=[CH:4][CH:3]=1.I[CH2:42][CH2:43][CH3:44]>>[CH3:39][O:38][CH2:37][CH2:36][CH2:35][N:31]1[C:30]2[CH:40]=[C:26]([CH2:25][O:24][CH:9]3[CH:8]([C:5]4[CH:6]=[CH:7][C:2]([O:1][CH2:42][CH2:43][CH3:44])=[CH:3][CH:4]=4)[CH2:13][CH2:12][N:11]([C:14]([O:16][CH2:17][C:18]4[CH:19]=[CH:20][CH:21]=[CH:22][CH:23]=4)=[O:15])[CH2:10]3)[CH:27]=[CH:28][C:29]=2[O:34][CH2:33][CH2:32]1. Procedure details: Analogously to Method D, 0.0618 g of benzyl 4-(4-hydroxyphenyl)-3-[4-(3-methoxypropyl)-3,4-dihydro-2H-benzo[1,4]oxazin-6-ylmethoxy]piperidine-1-carboxylate and 0.0392 g of 1-iodopropane are reacted. The title compound is obtained as a colourless oil. Rf=0.35 (1:1 EtOAc-heptane); Rt=5.88.